Task: describe an organic reaction: reactants, conditions, products, and yield. Dataset: the Open Reaction Database (ORD), a public repository of structured organic reaction records Starting materials: Cl (Hydrochloric acid), COC=1C=C(C=CC1OC)\C=C(/C#N)\C=1C=NC=CC1 ((Z)-3-(3,4-dimethoxy-phenyl)-2-pyridin-3-yl-acrylonitrile). Run at time 20 minute. Product: Cl.COC=1C=C(C=CC1OC)\C=C(/C#N)\C=1C=NC=CC1 ((Z)-3-(3,4-dimethoxy-phenyl)-2-pyridin-3-yl-acrylonitrile hydrochloride). Yield: 99.0%. Reaction SMILES: [ClH:1].[CH3:2][O:3][C:4]1[CH:5]=[C:6](/[CH:12]=[C:13](/[C:16]2[CH:17]=[N:18][CH:19]=[CH:20][CH:21]=2)\[C:14]#[N:15])[CH:7]=[CH:8][C:9]=1[O:10][CH3:11]>>[ClH:1].[CH3:2][O:3][C:4]1[CH:5]=[C:6](/[CH:12]=[C:13](/[C:16]2[CH:17]=[N:18][CH:19]=[CH:20][CH:21]=2)\[C:14]#[N:15])[CH:7]=[CH:8][C:9]=1[O:10][CH3:11] |f:2.3|. Reported procedure: 0.1N Hydrochloric acid (8.3 mL) was added to Compound 44 (200 mg) for dissolution, and purified water (5 mL) was added to the solution, followed by stirring at room temperature for 20 minutes. The reaction mixture was lyophilized, to thereby yield the target product (yield: 224 mg, 99%). The reactants are COC1=C(C=CC(=C1)CNCCCNCCCCNCCCN)O.ClC1=NC(=CC(=N1)NC(C1=CC=C(C=C1)O)CC)CC (dl-5 chloro-6-ethyl-4-(α-ethyl-4-hydroxybenzylamino)pyrimidine), FC1=C(C(=C(C(=C1F)F)F)F)C(F)(F)F (perfluorotoluene), [OH-].[K+] (potassium hydroxide), CN1C(N(CC1)C)=O (1,3-dimethyl-2-imidazolidinone). The solvent is C(C)(=O)OCC (ethyl acetate), C1(=CC=CC=C1)C (toluene), O (water). Run at temperature 70 celsius, time 8 hour. The product is COC1=C(C=CC(=C1)CNCCCNCCCCNCCCN)O.ClC1=NC(=CC(=N1)NC(C1=CC=C(C=C1)OC1=C(C(=C(C(=C1F)F)C(F)(F)F)F)F)CC)CC (dl-5 chloro-6-ethyl-4-(α-ethyl-4-(4-trifluoromethyl-2,3, 5,6-tetrafluorophenoxy)-benzylamino)pyrimidine). Yield: 111.7%. RXN SMILES: [CH3:1][O:2][C:3]1[CH:8]=[C:7]([CH2:9][NH:10][CH2:11][CH2:12][CH2:13][NH:14][CH2:15][CH2:16][CH2:17][CH2:18][NH:19][CH2:20][CH2:21][CH2:22][NH2:23])[CH:6]=[CH:5][C:4]=1[OH:24].[Cl:25][C:26]1[N:31]=[C:30]([NH:32][CH:33]([CH2:41][CH3:42])[C:34]2[CH:39]=[CH:38][C:37]([OH:40])=[CH:36][CH:35]=2)[CH:29]=[C:28]([CH2:43][CH3:44])[N:27]=1.[F:45][C:46]1[C:51]([F:52])=[C:50](F)[C:49]([F:54])=[C:48]([F:55])[C:47]=1[C:56]([F:59])([F:58])[F:57].[OH-].[K+].CN1CCN(C)C1=O>C(OCC)(=O)C.C1(C)C=CC=CC=1.O>[CH3:1][O:2][C:3]1[CH:8]=[C:7]([CH2:9][NH:10][CH2:11][CH2:12][CH2:13][NH:14][CH2:15][CH2:16][CH2:17][CH2:18][NH:19][CH2:20][CH2:21][CH2:22][NH2:23])[CH:6]=[CH:5][C:4]=1[OH:24].[Cl:25][C:26]1[N:31]=[C:30]([NH:32][CH:33]([CH2:41][CH3:42])[C:34]2[CH:39]=[CH:38][C:37]([O:40][C:50]3[C:49]([F:54])=[C:48]([F:55])[C:47]([C:56]([F:57])([F:59])[F:58])=[C:46]([F:45])[C:51]=3[F:52])=[CH:36][CH:35]=2)[CH:29]=[C:28]([CH2:43][CH3:44])[N:27]=1 |f:0.1,3.4,9.10|. Reported procedure: A mixture of 1 g of dl-5-chloro-6-ethyl-4-(α-ethyl-4-hydroxybenzylamino)pyrimidine, 1 g of perfluorotoluene, 0.24 g of powdery potassium hydroxide and 20 ml of 1,3-dimethyl-2-imidazolidinone (DMI) was heated under stirring at 70° C. for 8 hours. After completion of the reaction, the reaction mixture was poured into water, and extracted with toluene. The extract was washed with water, dried over anhydrous sodium sulfate and then toluene was evaporated under reduced pressure. The oily product obta... The reactants are [OH-].[Na+] (NaOH), [N+](=O)([O-])C=1C=C(C=CC1)O (3-nitrophenol), COC1=CC=C(CCl)C=C1 (para-methoxybenzylchloride). Run in CN(C=O)C (dimethylformamide), CN(C=O)C (dimethylformamide). Reaction conditions: time 2 hour. Product: COC1=CC=C(COC2=CC(=CC=C2)[N+](=O)[O-])C=C1 (1-(4-methoxybenzyloxy)-3-nitrobenzene). Yield: 90.6%. Reaction SMILES: [OH-].[Na+].[N+:3]([C:6]1[CH:7]=[C:8]([OH:12])[CH:9]=[CH:10][CH:11]=1)([O-:5])=[O:4].[CH3:13][O:14][C:15]1[CH:22]=[CH:21][C:18]([CH2:19]Cl)=[CH:17][CH:16]=1>CN(C)C=O>[CH3:13][O:14][C:15]1[CH:22]=[CH:21][C:18]([CH2:19][O:12][C:8]2[CH:9]=[CH:10][CH:11]=[C:6]([N+:3]([O-:5])=[O:4])[CH:7]=2)=[CH:17][CH:16]=1 |f:0.1|. Procedure details: NaOH (0.54 g, 13.36 mmol) was added into 10 ml of degassed dimethylformamide at 0° C., then 3-nitrophenol (1.69 g, 12.14 mmol) dissolved in 7 ml of dimethylformamide was dropped slowly, and then para-methoxybenzylchloride (1.81 ml, 13.36 mmol) was added slowly. After stirred for 2 hours at the increased reaction temperature to room temperature, the reaction mixture was extracted using saturated ammonium chloride (100 ml) and ethylacetate (100 ml). The organic layer was washed twice using 100 ml ... Starting materials: C(CCC)C=1N(C(=C(N1)Cl)CO)CC1=CC=C(C=C1)[N+](=O)[O-] (2-n-butyl-4-chloro-5-hydroxymethyl-1-(4-nitrobenzyl)imidazole), S(O)(O)(=O)=O (sulfuric acid), CO (methanol). Product: C(CCC)C=1N(C(=C(N1)Cl)COC)CC1=CC=C(C=C1)[N+](=O)[O-] (2-n-Butyl-4-chloro-5-methoxymethyl-1-(4-nitrobenzyl)imidazole). RXN SMILES: [CH2:1]([C:5]1[N:6]([CH2:13][C:14]2[CH:19]=[CH:18][C:17]([N+:20]([O-:22])=[O:21])=[CH:16][CH:15]=2)[C:7]([CH2:11][OH:12])=[C:8]([Cl:10])[N:9]=1)[CH2:2][CH2:3][CH3:4].S(=O)(=O)(O)O.[CH3:28]O>>[CH2:1]([C:5]1[N:6]([CH2:13][C:14]2[CH:15]=[CH:16][C:17]([N+:20]([O-:22])=[O:21])=[CH:18][CH:19]=2)[C:7]([CH2:11][O:12][CH3:28])=[C:8]([Cl:10])[N:9]=1)[CH2:2][CH2:3][CH3:4]. Procedure: 2-n-butyl-4-chloro-5-hydroxymethyl-1-(4-nitrobenzyl)imidazole (10.5 g, 32.4 mmol, 1 eq), conc. sulfuric acid (26 mL) and methanol (300 mL) were mixed and refluxed overnight. The solvent was removed in vacuo and the residue taken up in water (about 300 mL). The pH was adjusted to 5 with 1N NaOH and then this aqueous portion extracted with ethyl acetate (3× 250 mL). The organic layers were collected, dried (MgSO4) and the solvent removed in vacuo to yield 11.57 g of an amber oil. NMR (200 MHz, CDC... Starting materials: ClC=1C=C(C=C(C1)Cl)C(C1(CCCCC1)NS(=O)(=O)C1=CC=C(C=C1)C)O (N-{1-[(3,5-dichloro-phenyl)-hydroxy-methyl]-cyclohexyl}4-methyl-benzenesulfonamide), CC(=O)OI1(C=2C=CC=CC2C(=O)O1)(OC(=O)C)OC(=O)C (Dess-Martin reagent), C(=O)(O)[O-].[Na+] (NaHCO3), [O-]S(=O)(=S)[O-].[Na+].[Na+] (Na2S2O3). Solvent: C(Cl)Cl (CH2Cl2). Run at time 6 hour. The product is ClC=1C=C(C(=O)C2(CCCCC2)NS(=O)(=O)C2=CC=C(C=C2)C)C=C(C1)Cl (N-[1-(3,5-dichloro-benzoyl)-cyclohexyl]-4-methyl-benzenesulfonamide). Reaction SMILES: [Cl:1][C:2]1[CH:3]=[C:4]([CH:9]([OH:27])[C:10]2([NH:16][S:17]([C:20]3[CH:25]=[CH:24][C:23]([CH3:26])=[CH:22][CH:21]=3)(=[O:19])=[O:18])[CH2:15][CH2:14][CH2:13][CH2:12][CH2:11]2)[CH:5]=[C:6]([Cl:8])[CH:7]=1.CC(OI1(OC(C)=O)(OC(C)=O)OC(=O)C2C=CC=CC1=2)=O.C([O-])(O)=O.[Na+].[O-]S([O-])(=S)=O.[Na+].[Na+]>C(Cl)Cl>[Cl:1][C:2]1[CH:3]=[C:4]([CH:5]=[C:6]([Cl:8])[CH:7]=1)[C:9]([C:10]1([NH:16][S:17]([C:20]2[CH:25]=[CH:24][C:23]([CH3:26])=[CH:22][CH:21]=2)(=[O:19])=[O:18])[CH2:11][CH2:12][CH2:13][CH2:14][CH2:15]1)=[O:27] |f:2.3,4.5.6|. Procedure: To a stirred solution of N-{1-[(3,5-dichloro-phenyl)-hydroxy-methyl]-cyclohexyl}4-methyl-benzenesulfonamide in CH2Cl2 (4 mL) was added Dess-Martin reagent. The mixture was stirred for 6 hours and saturated aqueous NaHCO3 (5 mL) and solid Na2S2O3 (ca. 1 g) were added. After stirring for 30 min, the mixture was applied to a 10 mL Chem Elut cartridge and allowed to stand for 5 min. The cartridge was eluted with CH2Cl2 (25 mL) and the eluate was evaporated to leave the intended ketone (102 mg) as an... Reactants: O=C([O-])[O-], COc1ccccc1CCl, CC(C)OC(=O)NC1Cc2[nH]c3ccc(C#N)cc3c2C1, [Cs+], [Cs+], CN(C)C=O, O. Yields the product COc1ccccc1Cn1c2c(c3cc(C#N)ccc31)CC(NC(=O)OC(C)C)C2. As a reaction SMILES: [C:22](=[O:23])([O-:24])[O-:25].[CH3:28][O:29][c:30]1[c:31]([CH2:32][Cl:33])[cH:34][cH:35][cH:36][cH:37]1.[CH:1]([CH3:2])([CH3:3])[O:4][C:5]([NH:6][CH:7]1[CH2:8][c:9]2[c:10]([nH:11][c:12]3[cH:13][cH:14][c:15]([C:18]#[N:19])[cH:16][c:17]23)[CH2:20]1)=[O:21].[Cs+:26].[Cs+:27].[O:38]=[CH:39][N:40]([CH3:41])[CH3:42].[OH2:43]>>[CH:1]([CH3:2])([CH3:3])[O:4][C:5]([NH:6][CH:7]1[CH2:8][c:9]2[c:10]([n:11]([CH2:32][c:31]3[c:30]([O:29][CH3:28])[cH:37][cH:36][cH:35][cH:34]3)[c:12]3[cH:13][cH:14][c:15]([C:18]#[N:19])[cH:16][c:17]23)[CH2:20]1)=[O:21]. The reactants are [Al+3], C1CCOC1, CCOC(C)=O, CCCCCCC, [H-], [H-], [H-], [H-], [Li+], O, O=S(=O)(O)O, COC(=O)C1CCC(c2ccccc2)CC1. Product: OCC1CCC(c2ccccc2)CC1. RXN SMILES: [Al+3:3].[CH2:34]1[O:35][CH2:36][CH2:37][CH2:38]1.[CH3:23][CH2:24][O:25][C:26](=[O:27])[CH3:28].[CH3:39][CH2:40][CH2:41][CH2:42][CH2:43][CH2:44][CH3:45].[H-:1].[H-:4].[H-:5].[H-:6].[Li+:2].[OH2:46].[S:29](=[O:30])(=[O:31])([OH:32])[OH:33].[c:7]1([CH:13]2[CH2:14][CH2:15][CH:16]([C:19](=[O:20])[O:21][CH3:22])[CH2:17][CH2:18]2)[cH:8][cH:9][cH:10][cH:11][cH:12]1>>[c:7]1([CH:13]2[CH2:14][CH2:15][CH:16]([CH2:19][OH:20])[CH2:17][CH2:18]2)[cH:8][cH:9][cH:10][cH:11][cH:12]1.